From a dataset of the Open Reaction Database (ORD), a public repository of structured organic reaction records. describe an organic reaction: reactants, conditions, products, and yield As a reaction SMILES: [CH3:1][C:2]([C:4]1[CH:9]=[C:8]([O:10][CH2:11][C:12]([F:15])([F:14])[F:13])[CH:7]=[CH:6][C:5]=1[O:16][CH2:17][C:18]([F:21])([F:20])[F:19])=[O:3].[Cl:22][C:23]1[CH:30]=[CH:29][CH:28]=[CH:27][C:24]=1[CH:25]=O>>[F:21][C:18]([F:19])([F:20])[CH2:17][O:16][C:5]1[CH:6]=[CH:7][C:8]([O:10][CH2:11][C:12]([F:13])([F:14])[F:15])=[CH:9][C:4]=1[C:2](=[O:3])[CH:1]=[CH:25][C:24]1[CH:27]=[CH:28][CH:29]=[CH:30][C:23]=1[Cl:22]. The reactants are CC(=O)C1=C(C=CC(=C1)OCC(F)(F)F)OCC(F)(F)F (2,5-bis(2,2,2-trifluoroethoxy)acetophenone), ClC1=C(C=O)C=CC=C1 (2-chlorobenzaldehyde). Procedure details: The title compound was prepared from a mixture of 2,5-bis(2,2,2-trifluoroethoxy)acetophenone (100 mg, 0.317 mmol) and 2-chlorobenzaldehyde (36 ul, 0.317 mmol) similar to Example 6. The residue was purified with hexane:ethylacetate (5:1, 4:1) to yield a light yellow solid (13.5 mg, 9.7%). 1H NMR (CDCl3): 8.10 (d, J=15.6 Hz, 1H), 7.73 (dd, J=2.3, 7.1 Hz, 1H), 7.43 (d, J=9.3 Hz, 1H), 7.41 (d, J=15.9 Hz, 1H), 7.33 (t, J=2.1 Hz, 1H), 7.32 (s, 1H), 7.3 (d, J=3.0 Hz, 1H), 7.14 (dd, J=3.2 Hz, 9.2, 1H), ... Isolated yield 9.7%. Product: FC(COC1=C(C=C(C=C1)OCC(F)(F)F)C(C=CC1=C(C=CC=C1)Cl)=O)(F)F (1-[2,5-Bis(2,2,2-trifluoroethoxy)phenyl]-3-[2-(chloro)phenyl]-2-propen-1-one), solid. Reactants: CCOCC, [Cl-], C#CC(C)(C)Cl, [Cu], O, OC1CCNCC1. Product: C#CC(C)(C)N1CCC(O)CC1. As a reaction SMILES: [CH3:15][CH2:16][O:17][CH2:18][CH3:19].[Cl-:1].[Cl:9][C:10]([C:11]#[CH:12])([CH3:13])[CH3:14].[Cu:21].[OH2:20].[OH:2][CH:3]1[CH2:4][CH2:5][NH:6][CH2:7][CH2:8]1>>[OH:2][CH:3]1[CH2:4][CH2:5][N:6]([C:10]([C:11]#[CH:12])([CH3:13])[CH3:14])[CH2:7][CH2:8]1. Procedure: (1R*,2R*,4S*)-N2-tert-Butoxycarbonyl-N1-[(5-chloroindol-2-yl)carbonyl]-4-ethoxycarbonyl-1,2-cyclohexanediamine was treated with a saturated ethanol solution of hydrochloric acid and then condensed with lithium 5-methyl-4,5,6,7-tetrahydrothiazolo[5,4-c]-pyridine-2-carboxylate in a similar manner to Example 118 to obtain the title compound. The solvent is C(C)O (ethanol). Yields the product ClC=1C=C2C=C(NC2=CC1)C(=O)N[C@H]1[C@@H](C[C@H](CC1)C(=O)OCC)NC(=O)C=1SC=2CN(CCC2N1)C ((1R*,2R*,4S*)-N1-[(5-Chloroindol-2-yl)carbonyl]-4-ethoxycarbonyl-N2-[(5-methyl-4,5,6,7-tetrahydrothiazolo[5,4-c]pyridin-2-yl)carbonyl]-1,2-cyclohexanediamine). As a reaction SMILES: C(O[C:6]([NH:8][C@@H:9]1[CH2:14][C@@H:13]([C:15]([O:17][CH2:18][CH3:19])=[O:16])[CH2:12][CH2:11][C@H:10]1[NH:20][C:21]([C:23]1[NH:24][C:25]2[C:30]([CH:31]=1)=[CH:29][C:28]([Cl:32])=[CH:27][CH:26]=2)=[O:22])=[O:7])(C)(C)C.Cl.[CH3:34][N:35]1[CH2:40][CH2:39][C:38]2[N:41]=[C:42](C([O-])=O)[S:43][C:37]=2[CH2:36]1.[Li+]>C(O)C>[Cl:32][C:28]1[CH:29]=[C:30]2[C:25](=[CH:26][CH:27]=1)[NH:24][C:23]([C:21]([NH:20][C@@H:10]1[CH2:11][CH2:12][C@H:13]([C:15]([O:17][CH2:18][CH3:19])=[O:16])[CH2:14][C@H:9]1[NH:8][C:6]([C:42]1[S:43][C:37]3[CH2:36][N:35]([CH3:34])[CH2:40][CH2:39][C:38]=3[N:41]=1)=[O:7])=[O:22])=[CH:31]2 |f:2.3|. The reactants are C(C)(C)(C)OC(=O)N[C@H]1[C@@H](CC[C@@H](C1)C(=O)OCC)NC(=O)C=1NC2=CC=C(C=C2C1)Cl ((1R*,2R*,4S*)-N2-tert-Butoxycarbonyl-N1-[(5-chloroindol-2-yl)carbonyl]-4-ethoxycarbonyl-1,2-cyclohexanediamine), Cl (hydrochloric acid), CN1CC2=C(CC1)N=C(S2)C(=O)[O-].[Li+] (lithium 5-methyl-4,5,6,7-tetrahydrothiazolo[5,4-c]-pyridine-2-carboxylate). Starting materials: FC(F)(F)c1nnc(-c2ccc3ncnc(Cl)c3c2)o1, Nc1ccc(OCc2ccc(F)cc2)cc1. The product is Cl, Fc1ccc(COc2ccc(Nc3ncnc4ccc(-c5nnc(C(F)(F)F)o5)cc34)cc2)cc1. RXN SMILES: [Cl:17][c:18]1[n:19][cH:20][n:21][c:22]2[cH:23][cH:24][c:25](-[c:28]3[o:29][c:30]([C:33]([F:34])([F:35])[F:36])[n:31][n:32]3)[cH:26][c:27]12.[F:1][c:2]1[cH:3][cH:4][c:5]([CH2:6][O:7][c:8]2[cH:9][cH:10][c:11]([NH2:12])[cH:13][cH:14]2)[cH:15][cH:16]1>>[ClH:17].[F:1][c:2]1[cH:3][cH:4][c:5]([CH2:6][O:7][c:8]2[cH:9][cH:10][c:11]([NH:12][c:18]3[n:19][cH:20][n:21][c:22]4[cH:23][cH:24][c:25](-[c:28]5[o:29][c:30]([C:33]([F:34])([F:35])[F:36])[n:31][n:32]5)[cH:26][c:27]34)[cH:13][cH:14]2)[cH:15][cH:16]1.